Dataset: the Open Reaction Database (ORD), a public repository of structured organic reaction records. Task: describe an organic reaction: reactants, conditions, products, and yield Reactants: ClCCl, O=C(O)C(F)(F)F, CC(C)(C)OC(=O)CN(Cc1cccc(-c2ccccc2)c1)S(=O)(=O)c1ccc2c(c1)CCC(C)(C)O2. Product: CC1(C)CCc2cc(S(=O)(=O)N(CC(=O)O)Cc3cccc(-c4ccccc4)c3)ccc2O1. Reaction SMILES: [Cl:45][CH2:46][Cl:47].[OH:38][C:39]([C:40]([F:41])([F:42])[F:43])=[O:44].[c:1]1(-[c:32]2[cH:33][cH:34][cH:35][cH:36][cH:37]2)[cH:2][c:3]([CH2:7][N:8]([S:9](=[O:10])(=[O:11])[c:12]2[cH:13][c:14]3[c:19]([cH:20][cH:21]2)[O:18][C:17]([CH3:22])([CH3:23])[CH2:16][CH2:15]3)[CH2:24][C:25](=[O:26])[O:27][C:28]([CH3:29])([CH3:30])[CH3:31])[cH:4][cH:5][cH:6]1>>[c:1]1(-[c:32]2[cH:33][cH:34][cH:35][cH:36][cH:37]2)[cH:2][c:3]([CH2:7][N:8]([S:9](=[O:10])(=[O:11])[c:12]2[cH:13][c:14]3[c:19]([cH:20][cH:21]2)[O:18][C:17]([CH3:22])([CH3:23])[CH2:16][CH2:15]3)[CH2:24][C:25](=[O:26])[OH:27])[cH:4][cH:5][cH:6]1. Starting materials: O (water), BrC1=CN=C2C(=N1)C(=CN2)C(=O)NC(CO[Si](C)(C)C(C)(C)C)(C)C (2-bromo-N-(1-(tert-butyldimethylsilyloxy)-2-methylpropan-2-yl)-5H-pyrrolo[3,2-b]pyrazine-7-carboxamide), C(=O)([O-])[O-].[K+].[K+] (K2CO3), C(C(C)(C)C)(=O)OCCl (chloromethyl pivalate). Run in CN(C)C=O (DMF). Conditions: time 16 hour. Yields the product C(C(C)(C)C)(=O)OCN1C=C(C2=NC(=CN=C21)Br)C(NC(CO[Si](C)(C)C(C)(C)C)(C)C)=O ((2-bromo-7-(1-(tert-butyldimethylsilyloxy)-2-methylpropan-2-ylcarbamoyl)-5H-pyrrolo[3,2-b]pyrazin-5-yl)methyl pivalate). The yield is 44.0%. Reaction SMILES: [Br:1][C:2]1[N:7]=[C:6]2[C:8]([C:11]([NH:13][C:14]([CH3:25])([CH3:24])[CH2:15][O:16][Si:17]([C:20]([CH3:23])([CH3:22])[CH3:21])([CH3:19])[CH3:18])=[O:12])=[CH:9][NH:10][C:5]2=[N:4][CH:3]=1.[C:26]([O:32][CH2:33]Cl)(=[O:31])[C:27]([CH3:30])([CH3:29])[CH3:28].C([O-])([O-])=O.[K+].[K+].O>CN(C=O)C>[C:26]([O:32][CH2:33][N:10]1[C:5]2[C:6](=[N:7][C:2]([Br:1])=[CH:3][N:4]=2)[C:8]([C:11](=[O:12])[NH:13][C:14]([CH3:25])([CH3:24])[CH2:15][O:16][Si:17]([C:20]([CH3:23])([CH3:22])[CH3:21])([CH3:18])[CH3:19])=[CH:9]1)(=[O:31])[C:27]([CH3:30])([CH3:29])[CH3:28] |f:2.3.4|. Procedure: To a stirred mixture of 2-bromo-N-(1-(tert-butyldimethylsilyloxy)-2-methylpropan-2-yl)-5H-pyrrolo[3,2-b]pyrazine-7-carboxamide in DMF (5 mL) was added chloromethyl pivalate (288 mg, 1.92 mmol) followed by K2CO3 (353 mg, 2.56 mmol). The mixture was stirred at room temperature for 16 hours, then poured into water and extracted with EtOAc (3×10 mL). The combined organic layers were washed with brine and dried over Na2SO4. After filtration and concentration, the residue was purified by column chroma...